From a dataset of the Open Reaction Database (ORD), a public repository of structured organic reaction records. describe an organic reaction: reactants, conditions, products, and yield Starting materials: CC(=O)OC1C=CC(COC(c2ccccc2)(c2ccccc2)c2ccccc2)C1, CN(C)C=O, CCOC(C)=O, Cl, [H-], [Na+], COC(=O)c1ncc[nH]c1=O, C1CCOC1, O, c1ccc(P(c2ccccc2)c2ccccc2)cc1. Product: COC(=O)c1nccn(C2C=CC(COC(c3ccccc3)(c3ccccc3)c3ccccc3)C2)c1=O. RXN SMILES: [C:14]([O:15][CH:18]1[CH:19]=[CH:20][CH:21]([CH2:23][O:24][C:25]([c:26]2[cH:27][cH:28][cH:29][cH:30][cH:31]2)([c:32]2[cH:33][cH:34][cH:35][cH:36][cH:37]2)[c:38]2[cH:39][cH:40][cH:41][cH:42][cH:43]2)[CH2:22]1)(=[O:16])[CH3:17].[CH3:64][N:65]([CH3:66])[CH:67]=[O:68].[CH3:74][CH2:75][O:76][C:77](=[O:78])[CH3:79].[ClH:63].[H-:12].[Na+:13].[O:1]=[c:2]1[c:3]([C:8](=[O:9])[O:10][CH3:11])[n:4][cH:5][cH:6][nH:7]1.[O:69]1[CH2:70][CH2:71][CH2:72][CH2:73]1.[OH2:80].[c:44]1([P:45]([c:46]2[cH:47][cH:48][cH:49][cH:50][cH:51]2)[c:52]2[cH:53][cH:54][cH:55][cH:56][cH:57]2)[cH:58][cH:59][cH:60][cH:61][cH:62]1>>[O:1]=[c:2]1[c:3]([C:8](=[O:9])[O:10][CH3:11])[n:4][cH:5][cH:6][n:7]1[CH:18]1[CH:19]=[CH:20][CH:21]([CH2:23][O:24][C:25]([c:26]2[cH:27][cH:28][cH:29][cH:30][cH:31]2)([c:32]2[cH:33][cH:34][cH:35][cH:36][cH:37]2)[c:38]2[cH:39][cH:40][cH:41][cH:42][cH:43]2)[CH2:22]1.